From a dataset of the Open Reaction Database (ORD), a public repository of structured organic reaction records. describe an organic reaction: reactants, conditions, products, and yield Starting materials: S(O)(O)(=O)=O (sulfuric acid), white solid, [OH-].[B+3].[Na+].[OH-].[OH-].[OH-] (sodium boron hydroxide), CN(C)C=O (DMF), C12C3C(C(C=C1)C2)C(=O)OC3=O (5-norbornene-2,3-dicarboxylic anhydride), [OH-].[B+3].[Na+].[OH-].[OH-].[OH-] (sodium boron hydroxide), CN(C)C=O (DMF). Run in O (water). Run at time 2 hour. The product is C12=C3C(OCC3C(CC1)C2)=O (4-oxatricyclo[5.2.1.02,6]decen-3-one). Isolated yield 90.0%. As a reaction SMILES: [OH-].[B+3].[Na+].[OH-].[OH-].[OH-].CN(C=O)C.[CH:12]12[CH2:18][CH:15]([CH:16]=[CH:17]1)[CH:14]1[C:19]([O:21][C:22](=O)[CH:13]21)=[O:20].S(=O)(=O)(O)O>O>[C:15]12[CH2:18][CH:12]([CH2:17][CH2:16]1)[CH:13]1[C:14]=2[C:19](=[O:20])[O:21][CH2:22]1 |f:0.1.2.3.4.5|. Procedure: 22.3 g (0.53 mol) of sodium boron hydroxide and 344.0 g of DMF were placed in a 3-L round flask equipped with an agitator, a thermometer and a dropping funnel, and the mixture was stirred at room temperature so as to dissolve sodium boron hydroxide. Thereafter, the internal temperature was cooled to 0° C. to 5° C. in an ice bath. Separately, 161.6 g (0.984 mol) of a white solid 5-norbornene-2,3-dicarboxylic anhydride (Wako Pure Chemical Industries, Ltd.) and 242.4 g of DMF were placed in a 500 m... The reactants are C1(CC1)C1=NC=CC(=N1)N (2-cyclopropylpyrimidin-4-amine), BrC=1C(N(C=C(C1)Br)C)=O (3,5-dibromo-1-methylpyridin-2(1H)-one), C([O-])([O-])=O.[Cs+].[Cs+] (cesium carbonate), CC1(C2=C(C(=CC=C2)P(C3=CC=CC=C3)C4=CC=CC=C4)OC5=C(C=CC=C51)P(C6=CC=CC=C6)C7=CC=CC=C7)C (Xantphos). Reagents/catalysts: C=1C=CC(=CC1)/C=C/C(=O)/C=C/C2=CC=CC=C2.C=1C=CC(=CC1)/C=C/C(=O)/C=C/C2=CC=CC=C2.C=1C=CC(=CC1)/C=C/C(=O)/C=C/C2=CC=CC=C2.[Pd].[Pd] (tris(dibenzyl-ideneacetone)dipalladium(0)). Product: BrC=1C=C(C(N(C1)C)=O)NC1=NC(=NC=C1)C1CC1 (5-Bromo-3-(2-cyclopropylpyrimidin-4-ylamino)-1-methylpyridin-2(1H)-one). Isolated yield 58.9%. RXN SMILES: [CH:1]1([C:4]2[N:9]=[C:8]([NH2:10])[CH:7]=[CH:6][N:5]=2)[CH2:3][CH2:2]1.Br[C:12]1[C:13](=[O:20])[N:14]([CH3:19])[CH:15]=[C:16]([Br:18])[CH:17]=1.C(=O)([O-])[O-].[Cs+].[Cs+].CC1(C)C2C(=C(P(C3C=CC=CC=3)C3C=CC=CC=3)C=CC=2)OC2C(P(C3C=CC=CC=3)C3C=CC=CC=3)=CC=CC1=2>C1C=CC(/C=C/C(/C=C/C2C=CC=CC=2)=O)=CC=1.C1C=CC(/C=C/C(/C=C/C2C=CC=CC=2)=O)=CC=1.C1C=CC(/C=C/C(/C=C/C2C=CC=CC=2)=O)=CC=1.[Pd].[Pd]>[Br:18][C:16]1[CH:17]=[C:12]([NH:10][C:8]2[CH:7]=[CH:6][N:5]=[C:4]([CH:1]3[CH2:3][CH2:2]3)[N:9]=2)[C:13](=[O:20])[N:14]([CH3:19])[CH:15]=1 |f:2.3.4,6.7.8.9.10|. Procedure details: A 100-mL single-neck round-bottomed flask equipped with a magnetic stirrer and a reflux condenser was charged with 196a (300 mg, 2.22 mmol), 3,5-dibromo-1-methylpyridin-2(1H)-one (593 mg, 2.22 mmol), and cesium carbonate (1.45 g, 4.44 mmol). After bubbling nitrogen through the suspension for 30 minutes, Xantphos (127 mg, 0.22 mmol) and tris(dibenzyl-ideneacetone)dipalladium(0) (100 mg, 0.11 mmol) were added. The system was subject to three cycles of vacuum/argon flush and heated at reflux for 5 ... Starting materials: C(C)(C)(C)OC(=O)N1CCN(CC1)CC(=O)OCC (1-t-butoxycarbonyl-4-carboethoxymethylpiperazine), [OH-].[Li+] (lithium hydroxide). Solvent: O (water), C(Cl)(Cl)Cl (chloroform), O1CCCC1 (tetrahydrofuran), O (water). Run at time 60 minute. The product is C(C)(C)(C)OC(=O)N1CCN(CC1)CC(=O)O (1-t-butoxycarbonyl-4-carboxymethylpiperazine). As a reaction SMILES: [C:1]([O:5][C:6]([N:8]1[CH2:13][CH2:12][N:11]([CH2:14][C:15]([O:17]CC)=[O:16])[CH2:10][CH2:9]1)=[O:7])([CH3:4])([CH3:3])[CH3:2].[OH-].[Li+]>O1CCCC1.O.C(Cl)(Cl)Cl>[C:1]([O:5][C:6]([N:8]1[CH2:9][CH2:10][N:11]([CH2:14][C:15]([OH:17])=[O:16])[CH2:12][CH2:13]1)=[O:7])([CH3:4])([CH3:2])[CH3:3] |f:1.2|. Reported procedure: Combine 1-t-butoxycarbonyl-4-carboethoxymethylpiperazine (20.8 g, 76.5 mmol) and lithium hydroxide (6.71 g, 160 mmol) in tetrahydrofuran (100 mL) and water (100 mL). After 60 minutes, concentrate in vacuo to give a solid. Combine the solid and water, extract with diethyl ether. Combine the aqueous layer and a 1M aqueous solution of potassium hydrogensulfate (160 mL). Extract three times with chloroform. Evaporate the aqueous layer to give a solid. Triturate the solid repeatedly with warm ethyl a... The reactants are O=C1CCC(=O)N1Br, CC#N, COc1cc(Cl)c(C)cc1N. Yields the product COc1cc(Cl)c(C)c(Br)c1N. As a reaction SMILES: [Br:1][N:2]1[C:3](=[O:4])[CH2:5][CH2:6][C:7]1=[O:8].[C:20](#[N:21])[CH3:22].[Cl:9][c:10]1[cH:11][c:12]([O:18][CH3:19])[c:13]([NH2:14])[cH:15][c:16]1[CH3:17]>>[Br:1][c:15]1[c:13]([NH2:14])[c:12]([O:18][CH3:19])[cH:11][c:10]([Cl:9])[c:16]1[CH3:17]. Starting materials: C=CCC1(c2ccc(F)cc2)CCN(C2CCCN(C(=O)OC(C)(C)C)C2)C(=O)O1, ClCCl, O=C(O)C(F)(F)F. The product is C=CCC1(c2ccc(F)cc2)CCN(C2CCCNC2)C(=O)O1. Reaction SMILES: [CH2:1]([CH:2]=[CH2:3])[C:4]1([c:24]2[cH:25][cH:26][c:27]([F:30])[cH:28][cH:29]2)[CH2:5][CH2:6][N:7]([CH:11]2[CH2:12][N:13]([C:17]([O:18][C:19]([CH3:20])([CH3:21])[CH3:22])=[O:23])[CH2:14][CH2:15][CH2:16]2)[C:8](=[O:10])[O:9]1.[Cl:38][CH2:39][Cl:40].[F:31][C:32]([F:33])([F:34])[C:35]([OH:36])=[O:37]>>[CH2:1]([CH:2]=[CH2:3])[C:4]1([c:24]2[cH:25][cH:26][c:27]([F:30])[cH:28][cH:29]2)[CH2:5][CH2:6][N:7]([CH:11]2[CH2:12][NH:13][CH2:14][CH2:15][CH2:16]2)[C:8](=[O:10])[O:9]1. The reactants are ClCCl, Nc1c(OC(Cn2ccnc2)c2ccccc2)ccc2c1CCCC2=O, O=S(=O)(Cl)c1ccccc1, c1ccncc1. The product is O=C1CCCc2c1ccc(OC(Cn1ccnc1)c1ccccc1)c2NS(=O)(=O)c1ccccc1. As a reaction SMILES: [Cl:43][CH2:44][Cl:45].[NH2:1][c:2]1[c:3]2[c:8]([cH:9][cH:10][c:11]1[O:12][CH:13]([CH2:14][n:15]1[cH:16][n:17][cH:18][cH:19]1)[c:20]1[cH:21][cH:22][cH:23][cH:24][cH:25]1)[C:7](=[O:26])[CH2:6][CH2:5][CH2:4]2.[c:33]1([S:39](=[O:40])(=[O:41])[Cl:42])[cH:34][cH:35][cH:36][cH:37][cH:38]1.[cH:27]1[cH:28][cH:29][n:30][cH:31][cH:32]1>>[NH:1]([c:2]1[c:3]2[c:8]([cH:9][cH:10][c:11]1[O:12][CH:13]([CH2:14][n:15]1[cH:16][n:17][cH:18][cH:19]1)[c:20]1[cH:21][cH:22][cH:23][cH:24][cH:25]1)[C:7](=[O:26])[CH2:6][CH2:5][CH2:4]2)[S:39]([c:33]1[cH:34][cH:35][cH:36][cH:37][cH:38]1)(=[O:40])=[O:41]. Reactants: O1C2=C(CCC1C(=O)OCC)C=CC1=CC=CC=C12 (ethyl 3,4-dihydro-2H-naphto[1,2-b]pyran-2-carboxylate), N (ammonia). Solvent: CO (methanol). Conditions: time 8 hour. Product: O1C2=C(CCC1C(=O)N)C=CC1=CC=CC=C12 ((±)-3,4-dihydro-2H-naphtho[1,2-b]pyran-2-carboxamide). Yield: 97.0%. RXN SMILES: [O:1]1[CH:6]([C:7](OCC)=[O:8])[CH2:5][CH2:4][C:3]2[CH:12]=[CH:13][C:14]3[C:19]([C:2]1=2)=[CH:18][CH:17]=[CH:16][CH:15]=3.[NH3:20]>CO>[O:1]1[CH:6]([C:7]([NH2:20])=[O:8])[CH2:5][CH2:4][C:3]2[CH:12]=[CH:13][C:14]3[C:19]([C:2]1=2)=[CH:18][CH:17]=[CH:16][CH:15]=3. Procedure: A mixture of intermediate (10-a) (0.03 mol) in methanol saturated with ammonia (200 ml) was stirred at room temperature overnight. The precipitate was filtered off and washed with methanol. The product was used without further purification, yielding 6.6 g (97%) of (±)-3,4-dihydro-2H-naphtho[1,2-b]pyran-2-carboxamide (interm. 11-a). Reactants: C(C)(=O)OCC (ethyl acetate), CN1CCCC1=O (N-methyl pyrrolidinone), C(C)(=O)[O-].[Na+] (sodium acetate), C(C)OC(C=CC1=C(C=CC=C1)COC1=C(C=CC(=C1)F)Br)=O (3-[2-(2-bromo-5-fluoro-phenoxymethyl)-phenyl]-acrylic acid ethyl ester). Reagents/catalysts: [Br-].C(CCC)[N+](CCCC)(CCCC)CCCC (tetrabutylammonium bromide). Solvent: O (water). Run at temperature 55 celsius. Yields the product C(C)OC(/C=C\1/C2=C(OCC3=C1C=CC=C3)C=C(C=C2)F)=O ((E)-(3-Fluoro-6H-dibenzo[b,e]oxepin-11-ylidene)-acetic Acid Ethyl Ester). The yield is 56.4%. As a reaction SMILES: CN1C(=O)CCC1.C([O-])(=O)C.[Na+].[CH2:13]([O:15][C:16](=[O:35])[CH:17]=[CH:18][C:19]1[CH:24]=[CH:23][CH:22]=[CH:21][C:20]=1[CH2:25][O:26][C:27]1[CH:32]=[C:31]([F:33])[CH:30]=[CH:29][C:28]=1Br)[CH3:14].C(OCC)(=O)C>[Br-].C([N+](CCCC)(CCCC)CCCC)CCC.O>[CH2:13]([O:15][C:16](=[O:35])/[CH:17]=[C:18]1/[C:28]2[CH:29]=[CH:30][C:31]([F:33])=[CH:32][C:27]=2[O:26][CH2:25][C:20]2[CH:21]=[CH:22][CH:23]=[CH:24][C:19]/1=2)[CH3:14] |f:1.2,5.6|. Procedure details: To a clean, dry 100-gallon reactor with stirring under nitrogen add N-methyl pyrrolidinone (83.4 L), sodium acetate (2.706 kg, 32.98 mol), 3-[2-(2-bromo-5-fluoro-phenoxymethyl)-phenyl]-acrylic acid ethyl ester (9.256 kg, 21.99 mol) and tetrabutylammonium bromide (7.088 kg, 21.99). Initiate stirring and de-gas the reaction mixture under full vacuum for 30 min, purging with nitrogen. Allow the reactor to return to ambient pressure under nitrogen and repeat the degassing procedure. Add palladium (I...